describe an organic reaction: reactants, conditions, products, and yield From a dataset of the Open Reaction Database (ORD), a public repository of structured organic reaction records. The reactants are CO, ClCCl, NS(=O)(=O)c1cc([N+](=O)[O-])ccc1F. The product is Nc1ccc(F)c(S(N)(=O)=O)c1. RXN SMILES: [CH3:18][OH:19].[Cl:15][CH2:16][Cl:17].[NH2:1][S:2](=[O:3])(=[O:4])[c:5]1[cH:6][c:7]([N+:12]([O-:13])=[O:14])[cH:8][cH:9][c:10]1[F:11]>>[NH2:1][S:2](=[O:3])(=[O:4])[c:5]1[cH:6][c:7]([NH2:12])[cH:8][cH:9][c:10]1[F:11].